Dataset: the Open Reaction Database (ORD), a public repository of structured organic reaction records. Task: describe an organic reaction: reactants, conditions, products, and yield Starting materials: O.NN (Hydrazine hydrate), C(C)(C)(C)OC(NC(C(C#C)=O)(C)C1=CC(=CC=C1)Br)=O (rac-[1-(3-bromo-phenyl)-1-methyl-2-oxo-but-3-ynyl]-carbamic acid tert-butyl ester). Solvent: CCO (EtOH). Conditions: time 1 hour. Yields the product C(C)(C)(C)OC(NC(C)(C1=NNC=C1)C1=CC(=CC=C1)Br)=O (rac-[1-(3-bromo-phenyl)-1-(1H-pyrazol-3-yl)-ethyl]-carbamic acid tert-butyl ester). Yield: 86.6%. Reaction SMILES: O.[NH2:2][NH2:3].[C:4]([O:8][C:9](=[O:24])[NH:10][C:11]([C:17]1[CH:22]=[CH:21][CH:20]=[C:19]([Br:23])[CH:18]=1)([CH3:16])[C:12](=O)[C:13]#[CH:14])([CH3:7])([CH3:6])[CH3:5]>CCO>[C:4]([O:8][C:9](=[O:24])[NH:10][C:11]([C:17]1[CH:22]=[CH:21][CH:20]=[C:19]([Br:23])[CH:18]=1)([C:12]1[CH:13]=[CH:14][NH:3][N:2]=1)[CH3:16])([CH3:7])([CH3:6])[CH3:5] |f:0.1|. Procedure details: Hydrazine hydrate (2.48 mL, 51.10 mmol) was added to a solution of rac-[1-(3-bromo-phenyl)-1-methyl-2-oxo-but-3-ynyl]-carbamic acid tert-butyl ester (1.8 g, 5.11 mmol) in EtOH (30 mL) and the mixture was stirred at room temperature for 1 hour. The solvent was removed in vacuo and the residue was dissolved in DCM and washed with water. The organic layer was separated, dried (MgSO4), filtered and the solvents evaporated in vacuo. The crude product was purified by flash column chromatography (silic... The reactants are ClC=1C(=NC=CN1)N1CCN(CC1)CC=1C=NN(C1)CCO (2-[4-(3′-chloro-2,3,5,6-tetrahydro-[1,2′]bipyrazinyl-4-ylmethyl)-pyrazol-1-yl]-ethanol), [Cl-].[NH4+] (ammonium chloride), C([O-])([O-])=O.[K+].[K+] (potassium carbonate), COCC1=CC=C(C=C1)B(O)O (4-methoxymethylbenzeneboronic acid). The reagents and catalysts are C=1C=CC(=CC1)/C=C/C(=O)/C=C/C2=CC=CC=C2.C=1C=CC(=CC1)/C=C/C(=O)/C=C/C2=CC=CC=C2.C=1C=CC(=CC1)/C=C/C(=O)/C=C/C2=CC=CC=C2.[Pd].[Pd] (tris(dibenzylideneacetone)dipalladium(0)), F[B-](F)(F)F.C(CCC)P(CCCC)CCCC (tri-n-butylphosphine tetrafluoroborate). Solvent: O1CCCC1 (tetrahydrofuran), O (water), CO (methanol), C([O-])(O)=O.[Na+] (sodium bicarbonate). The product is Cl.COCC1=CC=C(C=C1)C=1C(=NC=CN1)N1CCN(CC1)CC=1C=NN(C1)CCO (2-{4-[3′-(4-Methoxymethyl-phenyl)-2,3,5,6-tetrahydro-[1,2′]bipyrazinyl-4-ylmethyl]-pyrazol-1-yl}-ethanol hydrochloride). Isolated yield 68.9%. RXN SMILES: [Cl:1][C:2]1[C:3]([N:8]2[CH2:13][CH2:12][N:11]([CH2:14][C:15]3[CH:16]=[N:17][N:18]([CH2:20][CH2:21][OH:22])[CH:19]=3)[CH2:10][CH2:9]2)=[N:4][CH:5]=[CH:6][N:7]=1.C(=O)([O-])[O-].[K+].[K+].[CH3:29][O:30][CH2:31][C:32]1[CH:37]=[CH:36][C:35](B(O)O)=[CH:34][CH:33]=1.[Cl-].[NH4+]>O1CCCC1.O.C(=O)(O)[O-].[Na+].CO.C1C=CC(/C=C/C(/C=C/C2C=CC=CC=2)=O)=CC=1.C1C=CC(/C=C/C(/C=C/C2C=CC=CC=2)=O)=CC=1.C1C=CC(/C=C/C(/C=C/C2C=CC=CC=2)=O)=CC=1.[Pd].[Pd].F[B-](F)(F)F.C(P(CCCC)CCCC)CCC>[ClH:1].[CH3:29][O:30][CH2:31][C:32]1[CH:37]=[CH:36][C:35]([C:2]2[C:3]([N:8]3[CH2:13][CH2:12][N:11]([CH2:14][C:15]4[CH:16]=[N:17][N:18]([CH2:20][CH2:21][OH:22])[CH:19]=4)[CH2:10][CH2:9]3)=[N:4][CH:5]=[CH:6][N:7]=2)=[CH:34][CH:33]=1 |f:1.2.3,5.6,9.10,12.13.14.15.16,17.18,19.20|. Procedure: Dissolve 2-[4-(3′-chloro-2,3,5,6-tetrahydro-[1,2′]bipyrazinyl-4-ylmethyl)-pyrazol-1-yl]-ethanol (0.201 g, 0.623 mmol) in tetrahydrofuran (1.7 mL) and water (0.9 mL). Add potassium carbonate (189 mg, 1.37 mmol) then 4-methoxymethylbenzeneboronic acid (145 mg, 0.872 mmol) and degas with nitrogen for 15 min. Add tri-n-butylphosphine tetrafluoroborate (7.2 mg, 0.0249 mmol) and tris(dibenzylideneacetone)dipalladium(0) (11.4 mg, 0.0124 mmol) and microwave at 150° C. for 15 min. Cool to room temperatur...